This data is from the Open Reaction Database (ORD), a public repository of structured organic reaction records. The task is: describe an organic reaction: reactants, conditions, products, and yield The reactants are O=C([O-])O, Cc1cccc([N+](=O)[O-])c1NC1CCN(Cc2ccccc2)CC1, CCOC(=O)Cl, ClCCl, [K+], O. Product: CCOC(=O)N1CCC(Nc2c(C)cccc2[N+](=O)[O-])CC1. Reaction SMILES: [C:31](=[O:32])([O-:33])[OH:34].[CH2:1]([c:2]1[cH:3][cH:4][cH:5][cH:6][cH:7]1)[N:8]1[CH2:9][CH2:10][CH:11]([NH:14][c:15]2[c:16]([CH3:24])[cH:17][cH:18][cH:19][c:20]2[N+:21](=[O:22])[O-:23])[CH2:12][CH2:13]1.[Cl:25][C:26](=[O:27])[O:28][CH2:29][CH3:30].[Cl:37][CH2:38][Cl:39].[K+:35].[OH2:36]>>[N:8]1([C:26](=[O:27])[O:28][CH2:29][CH3:30])[CH2:9][CH2:10][CH:11]([NH:14][c:15]2[c:16]([CH3:24])[cH:17][cH:18][cH:19][c:20]2[N+:21](=[O:22])[O-:23])[CH2:12][CH2:13]1. The reactants are Cc1[nH]c(C(=O)O)c(C)c1C1CCN(C)CC1, CCOC(OCC)OCC, O=C(O)C(F)(F)F. The product is Cc1[nH]c(C=O)c(C)c1C1CCN(C)CC1. RXN SMILES: [CH3:1][c:2]1[c:3]([C:15](=[O:16])[OH:17])[nH:4][c:5]([CH3:14])[c:6]1[CH:7]1[CH2:8][CH2:9][N:10]([CH3:13])[CH2:11][CH2:12]1.[CH:18]([O:19][CH2:20][CH3:21])([O:22][CH2:23][CH3:24])[O:25][CH2:26][CH3:27].[F:28][C:29]([F:30])([F:31])[C:32]([OH:33])=[O:34]>>[CH3:1][c:2]1[c:3]([CH:15]=[O:16])[nH:4][c:5]([CH3:14])[c:6]1[CH:7]1[CH2:8][CH2:9][N:10]([CH3:13])[CH2:11][CH2:12]1. Starting materials: O=C([O-])O, CC(C)(C)S(N)=O, C1CCOC1, CC[O-], CC[O-], CC[O-], CC[O-], [Na+], O=C1CCCCC1, [Ti+4]. Product: CC(C)(C)S(=O)N=C1CCCCC1. RXN SMILES: [C:15](=[O:16])([OH:17])[O-:18].[C:8]([CH3:9])([CH3:10])([CH3:11])[S:12](=[O:13])[NH2:14].[CH2:20]1[O:21][CH2:22][CH2:23][CH2:24]1.[CH3:25][CH2:26][O-:27].[CH3:28][CH2:29][O-:30].[CH3:31][CH2:32][O-:33].[CH3:34][CH2:35][O-:36].[Na+:19].[O:1]=[C:2]1[CH2:3][CH2:4][CH2:5][CH2:6][CH2:7]1.[Ti+4:37]>>[C:2]1(=[N:14][S:12]([C:8]([CH3:9])([CH3:10])[CH3:11])=[O:13])[CH2:3][CH2:4][CH2:5][CH2:6][CH2:7]1. The reactants are CC(CN)Cc1ccccc1, O=C1CCC(c2ccc3[nH]c(=O)oc3c2)CC1. The product is CC(CNC1CCC(c2ccc3[nH]c(=O)oc3c2)CC1)Cc1ccccc1. RXN SMILES: [CH3:1][CH:2]([CH2:3][NH2:4])[CH2:5][c:6]1[cH:7][cH:8][cH:9][cH:10][cH:11]1.[CH:12]1([c:19]2[cH:20][c:21]3[c:22]([nH:23][c:24](=[O:26])[o:25]3)[cH:27][cH:28]2)[CH2:13][CH2:14][C:15](=[O:18])[CH2:16][CH2:17]1>>[CH3:1][CH:2]([CH2:3][NH:4][CH:15]1[CH2:14][CH2:13][CH:12]([c:19]2[cH:20][c:21]3[c:22]([nH:23][c:24](=[O:26])[o:25]3)[cH:27][cH:28]2)[CH2:17][CH2:16]1)[CH2:5][c:6]1[cH:7][cH:8][cH:9][cH:10][cH:11]1. Reactants: CCCCCCCCCCCCSCCOc1ccc(CC(NC(=O)c2ccccc2)C(=O)OCC)cc1, CCO, CCOC(C)=O, [Li+], [OH-], O. Yields the product CCCCCCCCCCCCSCCOc1ccc(CC(NC(=O)c2ccccc2)C(=O)O)cc1. RXN SMILES: [CH2:1]([CH3:2])[O:3][C:4]([CH:5]([NH:6][C:7]([c:8]1[cH:9][cH:10][cH:11][cH:12][cH:13]1)=[O:14])[CH2:15][c:16]1[cH:17][cH:18][c:19]([O:22][CH2:23][CH2:24][S:25][CH2:26][CH2:27][CH2:28][CH2:29][CH2:30][CH2:31][CH2:32][CH2:33][CH2:34][CH2:35][CH2:36][CH3:37])[cH:20][cH:21]1)=[O:38].[CH3:41][CH2:42][OH:43].[CH3:45][CH2:46][O:47][C:48](=[O:49])[CH3:50].[Li+:39].[OH-:40].[OH2:44]>>[O:3]=[C:4]([CH:5]([NH:6][C:7]([c:8]1[cH:9][cH:10][cH:11][cH:12][cH:13]1)=[O:14])[CH2:15][c:16]1[cH:17][cH:18][c:19]([O:22][CH2:23][CH2:24][S:25][CH2:26][CH2:27][CH2:28][CH2:29][CH2:30][CH2:31][CH2:32][CH2:33][CH2:34][CH2:35][CH2:36][CH3:37])[cH:20][cH:21]1)[OH:38]. Reactants: C1=CC=C2C(=C1)C(=CS2)C=O (thianaphthene-3-carboxaldehyde), N(N)C1=CC(N(C(N1CC(C)C)=O)C)=O (6-Hydrazino-1-isobutyl-3-methyl-2,4(1H,3H)-pyrimidinedione), hydrazone. The solvent is CO (methanol). Reaction conditions: time 3 hour. Product: C(C(C)C)N1C(N(C(C=C1NN=CC1=CSC2=C1C=CC=C2)=O)C)=O (1-benzothiophene-3-carbaldehyde N-(3-isobutyl-1-methyl-2,6-dioxo-1,2,3,6-tetrahydro-4-pyrimidinyl)hydrazone). As a reaction SMILES: [NH:1]([C:3]1[N:8]([CH2:9][CH:10]([CH3:12])[CH3:11])[C:7](=[O:13])[N:6]([CH3:14])[C:5](=[O:15])[CH:4]=1)[NH2:2].[CH:16]1[CH:21]=[C:20]2[C:22]([CH:25]=O)=[CH:23][S:24][C:19]2=[CH:18][CH:17]=1>CO>[CH2:9]([N:8]1[C:3]([NH:1][N:2]=[CH:25][C:22]2[C:20]3[CH:21]=[CH:16][CH:17]=[CH:18][C:19]=3[S:24][CH:23]=2)=[CH:4][C:5](=[O:15])[N:6]([CH3:14])[C:7]1=[O:13])[CH:10]([CH3:11])[CH3:12]. Reported procedure: 6-Hydrazino-1-isobutyl-3-methyl-2,4(1H,3H)-pyrimidinedione (1.2 g, 5.65 mmol) was dissolved in methanol (100 mL). To the yellow/brown solution was added thianaphthene-3-carboxaldehyde (917 mg, 5.65 mmol). A brown precipitate began to form after about 20 min. The mixture was stirred at room temperature for 3 h under nitrogen gas. HPLC showed complete formation of hydrazone (Rt=1.87 min, Kromasil, C8) The solvent was removed in vacuo and the brown slurry was pumped down to reveal a brown/yellow po... Starting materials: OCCCCCCCCCCCCNC(=O)C=1C=NC(=CC1)N1CCN(CC1)CC (N-(12-hydroxydodecyl)-6-(4-ethyl-1-piperazinyl)pyridine-3-carboxamide), C(O)([O-])=O.[Na+] (sodium hydrogen carbonate), [N+](=O)(O)[O-] (nitric acid). Reaction conditions: temperature -25 celsius, time 40 minute. Product: O([N+](=O)[O-])CCCCCCCCCCCCNC(=O)C=1C=NC(=CC1)N1CCN(CC1)CC (N-(12-Nitroxydodecyl)-6-(4-ethyl-1-piperazinyl)pyridine-3-carboxamide). As a reaction SMILES: [OH:1][CH2:2][CH2:3][CH2:4][CH2:5][CH2:6][CH2:7][CH2:8][CH2:9][CH2:10][CH2:11][CH2:12][CH2:13][NH:14][C:15]([C:17]1[CH:18]=[N:19][C:20]([N:23]2[CH2:28][CH2:27][N:26]([CH2:29][CH3:30])[CH2:25][CH2:24]2)=[CH:21][CH:22]=1)=[O:16].C(=O)([O-])O.[Na+].[N+:36]([O-])([OH:38])=[O:37]>>[O:1]([CH2:2][CH2:3][CH2:4][CH2:5][CH2:6][CH2:7][CH2:8][CH2:9][CH2:10][CH2:11][CH2:12][CH2:13][NH:14][C:15]([C:17]1[CH:18]=[N:19][C:20]([N:23]2[CH2:28][CH2:27][N:26]([CH2:29][CH3:30])[CH2:25][CH2:24]2)=[CH:21][CH:22]=1)=[O:16])[N+:36]([O-:38])=[O:37] |f:1.2|. Reported procedure: To 30 ml of fuming nitric acid cooled to -30° C. was gradually added 7.9 g of N-(12-hydroxydodecyl)-6-(4-ethyl-1-piperazinyl)pyridine-3-carboxamide over 30 minutes and the mixture was stirred at -30 to -20° C. for 40 minutes. The reaction solution was poured into ice, neutralized with sodium hydrogen carbonate and extracted with chloroform. The extract was dried over anhydrous sodium sulfate and distilled under reduced pressure. The residue thus obtained was chromatographed over a silica gel col...